From a dataset of the Open Reaction Database (ORD), a public repository of structured organic reaction records. describe an organic reaction: reactants, conditions, products, and yield Reactants: CCCCP(CCCC)CCCC, Cc1ccccc1, OCc1ccc2nc(-c3ccc(C(F)(F)F)cc3)sc2c1, O=C(N=NC(=O)N1CCCCC1)N1CCCCC1, CN(C)C=O, O, CCOC(=O)COc1ccc(S)cc1C. Yields the product CCOC(=O)COc1ccc(SCc2ccc3nc(-c4ccc(C(F)(F)F)cc4)sc3c2)cc1C. Reaction SMILES: [CH2:1]([P:2]([CH2:3][CH2:4][CH2:5][CH3:6])[CH2:7][CH2:8][CH2:9][CH3:10])[CH2:11][CH2:12][CH3:13].[CH3:68][c:69]1[cH:70][cH:71][cH:72][cH:73][cH:74]1.[F:32][C:33]([c:34]1[cH:35][cH:36][c:37](-[c:40]2[s:41][c:42]3[c:43]([n:44]2)[cH:45][cH:46][c:47]([CH2:49][OH:50])[cH:48]3)[cH:38][cH:39]1)([F:51])[F:52].[N:14]([C:15]([N:16]1[CH2:17][CH2:18][CH2:19][CH2:20][CH2:21]1)=[O:22])=[N:23][C:24]([N:25]1[CH2:26][CH2:27][CH2:28][CH2:29][CH2:30]1)=[O:31].[O:75]=[CH:76][N:77]([CH3:78])[CH3:79].[OH2:80].[SH:53][c:54]1[cH:55][c:56]([CH3:67])[c:57]([O:58][CH2:59][C:60](=[O:61])[O:62][CH2:63][CH3:64])[cH:65][cH:66]1>>[F:32][C:33]([c:34]1[cH:35][cH:36][c:37](-[c:40]2[s:41][c:42]3[c:43]([n:44]2)[cH:45][cH:46][c:47]([CH2:49][S:53][c:54]2[cH:55][c:56]([CH3:67])[c:57]([O:58][CH2:59][C:60](=[O:61])[O:62][CH2:63][CH3:64])[cH:65][cH:66]2)[cH:48]3)[cH:38][cH:39]1)([F:51])[F:52]. The reactants are Cc1ccc(C(=O)O)c2ccccc12, NCc1ccc(F)cc1. Reagents/catalysts: C1CCC(CC1)N=C=NC2CCCCC2 (DCC), C1=CC2=C(N=C1)N(N=N2)O (HOAt). Solvent: CN(C)C=O (DMF), CN(C)C=O (DMF), CN(C)C=O (DMF), CN(C)C=O (DMF), CN(C)C=O (DMF), CN(C)C=O (DMF). Run at temperature 25 celsius, time 2 hour. Product: Cc1ccc(C(=O)NCc2ccc(F)cc2)c2ccccc12. Yield: 17.7%. Reaction SMILES: NCc1ccc(F)cc1.Cc1ccc(C(=O)O)c2ccccc12.C1CCC(CC1)N=C=NC2CCCCC2.C1=CC2=C(N=C1)N(N=N2)O.CN(C)C=O>>Cc1ccc(C(=O)NCc2ccc(F)cc2)c2ccccc12. Reactants: [Ag+], C1CCOC1, CCO, COC(=O)c1cnc(C(Br)Br)cn1, O=[N+]([O-])[O-], O. Yields the product COC(=O)c1cnc(C=O)cn1. RXN SMILES: [Ag+:27].[CH2:17]1[O:18][CH2:19][CH2:20][CH2:21]1.[CH3:14][CH2:15][OH:16].[CH3:1][O:2][C:3](=[O:4])[c:5]1[n:6][cH:7][c:8]([CH:11]([Br:12])[Br:13])[n:9][cH:10]1.[N+:23]([O-:24])([O-:25])=[O:26].[OH2:22]>>[CH3:1][O:2][C:3](=[O:4])[c:5]1[n:6][cH:7][c:8]([CH:11]=[O:16])[n:9][cH:10]1.